From a dataset of the Open Reaction Database (ORD), a public repository of structured organic reaction records. describe an organic reaction: reactants, conditions, products, and yield Starting materials: CO, COC(=O)C(=Cc1ccccc1)COC(C)=O, [Na+], [OH-]. Yields the product COC(=O)C(=Cc1ccccc1)CO. As a reaction SMILES: [CH3:20][OH:21].[CH:1]([c:2]1[cH:3][cH:4][cH:5][cH:6][cH:7]1)=[C:8]([C:9](=[O:10])[O:11][CH3:12])[CH2:13][O:14][C:15](=[O:16])[CH3:17].[Na+:19].[OH-:18]>>[CH:1]([c:2]1[cH:3][cH:4][cH:5][cH:6][cH:7]1)=[C:8]([C:9](=[O:10])[O:11][CH3:12])[CH2:13][OH:14].